Task: describe an organic reaction: reactants, conditions, products, and yield. Dataset: the Open Reaction Database (ORD), a public repository of structured organic reaction records The reactants are O=C(C=1C=CC=CC1C)C. Reagents/catalysts: N=1C=CC(=CC1C=2N=CC=C(C2)C(C)(C)C)C(C)(C)C, O1B(OC(C)(C)C1(C)C)B2OC(C)(C)C(O2)(C)C, C[OH2+].C[OH2+].C1CC=CCCC=C1.C1CC=CCCC=C1.[Ir].[Ir]. Solvent: O(C)C(C)(C)C. Reaction conditions: temperature 25 celsius, time 16 hour. Product: O=C(C1=CC=C(C=C1C)B2OC(C)(C)C(O2)(C)C)C, O=C(C1=CC(=CC=C1C)B2OC(C)(C)C(O2)(C)C)C. Isolated yield 38.0%. Reported procedure: General  procedure Cwas  applied  to 1-(2’-methylphenyl)ethanone15f(54mg, 0.4mmol).  The  reaction mixture was was stirredat room temperature for 16hours giving a conversion of 87%(GC-MS) and 16fand 17fin a 56:44 mixture which also contained unreacted starting material 15f(1H NMRspectrum). Reactants: OC=1C=C(C=O)C=CC1 (3-hydroxybenzaldehyde), C1(=CC=CC=C1)P(C1=CC=CC=C1)C1=CC=CC=C1 (triphenylphosphine), CSCCO (2-methylthioethanol), N(=NC(=O)OCC)C(=O)OCC (diethyl azodicarboxylate). Run in O1CCCC1 (tetrahydrofuran). Conditions: time 15.5 hour. The product is CSCCOC=1C=C(C=O)C=CC1 (3-(2-methylthioethoxy)benzaldehyde). As a reaction SMILES: [OH:1][C:2]1[CH:3]=[C:4]([CH:7]=[CH:8][CH:9]=1)[CH:5]=[O:6].C1(P(C2C=CC=CC=2)C2C=CC=CC=2)C=CC=CC=1.[CH3:29][S:30][CH2:31][CH2:32]O.N(C(OCC)=O)=NC(OCC)=O>O1CCCC1>[CH3:29][S:30][CH2:31][CH2:32][O:1][C:2]1[CH:3]=[C:4]([CH:7]=[CH:8][CH:9]=1)[CH:5]=[O:6]. Procedure details: To a mixture of 1.00 g of 3-hydroxybenzaldehyde, 25 ml of tetrahydrofuran, 2.40 g of triphenylphosphine and 0.78 ml of 2-methylthioethanol was added dropwise 3.50 ml of diethyl azodicarboxylate (40% toluene solution), and the mixture was stirred at room temperature for 15.5 hours. The reaction solution was concentrated under reduced pressure, and the resulting residue was subjected to silica gel column chromatography to obtain 0.71 g of oily 3-(2-methylthioethoxy)benzaldehyde [Compound No. (f)]. The reactants are C(=C)C=1OC2=C(C1)C=CC=C2 (2-vinylbenzofuran), CC1=CC=C(C=C1)N1C(C=CC1=O)=O (N-(4-methylphenyl)maleimide). Run in C1(=CC=CC=C1)C (toluene). Product: CC1=CC=C(C=C1)N1C(C2CC=C3C(C2C1=O)C1=C(O3)C=CC=C1)=O (2-(4-methylphenyl)-3a,4,10b,10c-tetrahydro-1H-benzofuro-[3,2-e]isoindole-1,3(2H)-dione). The yield is 48.9%. Reaction SMILES: [CH:1]([C:3]1[O:4][C:5]2[CH:11]=[CH:10][CH:9]=[CH:8][C:6]=2[CH:7]=1)=[CH2:2].[CH3:12][C:13]1[CH:18]=[CH:17][C:16]([N:19]2[C:23](=[O:24])[CH:22]=[CH:21][C:20]2=[O:25])=[CH:15][CH:14]=1>C1(C)C=CC=CC=1>[CH3:12][C:13]1[CH:14]=[CH:15][C:16]([N:19]2[C:23](=[O:24])[CH:22]3[CH:21]([CH2:2][CH:1]=[C:3]4[O:4][C:5]5[CH:11]=[CH:10][CH:9]=[CH:8][C:6]=5[CH:7]43)[C:20]2=[O:25])=[CH:17][CH:18]=1. Procedure: 10 ml of toluene was added to a mixture of 0.40 g of 2-vinylbenzofuran and 0.52 g of N-(4-methylphenyl)maleimide. The mixture was refluxed for 3 hours. The solvent was removed by distillation under reduced pressure. The residue was purified by column chromatography (eluant: toluene/ethyl acetate=50/1 to 20/1) to obtain 0.45 g (yield: 49%) of 2-(4-methylphenyl)-3a,4,10b,10c-tetrahydro-1H-benzofuro-[3,2-e]isoindole-1,3(2H)-dione as colorless crystals. The reactants are Br, CO, C[O-], N#CBr, NCCC1(N)CC1, [Na+]. The product is Br, NC1=NCCC2(CC2)N1. As a reaction SMILES: [BrH:1].[CH3:15][OH:16].[CH3:9][O-:10].[N:12]#[C:13][Br:14].[NH2:2][CH2:3][CH2:4][C:5]1([NH2:8])[CH2:6][CH2:7]1.[Na+:11]>>[BrH:14].[N:2]1=[C:13]([NH2:12])[NH:8][C:5]2([CH2:4][CH2:3]1)[CH2:6][CH2:7]2. The reactants are CCO, Cc1ncc2c(n1)-c1ccccc1N(C(=O)c1ccc([N+](=O)[O-])cc1)CC2, NN. Yields the product Cc1ncc2c(n1)-c1ccccc1N(C(=O)c1ccc(N)cc1)CC2. RXN SMILES: [CH2:30]([OH:31])[CH3:32].[CH3:1][c:2]1[n:3][cH:4][c:5]2[c:11]([n:12]1)-[c:10]1[c:9]([cH:16][cH:15][cH:14][cH:13]1)[N:8]([C:17]([c:18]1[cH:19][cH:20][c:21]([N+:24]([O-:25])=[O:26])[cH:22][cH:23]1)=[O:27])[CH2:7][CH2:6]2.[NH2:28][NH2:29]>>[CH3:1][c:2]1[n:3][cH:4][c:5]2[c:11]([n:12]1)-[c:10]1[c:9]([cH:16][cH:15][cH:14][cH:13]1)[N:8]([C:17]([c:18]1[cH:19][cH:20][c:21]([NH2:24])[cH:22][cH:23]1)=[O:27])[CH2:7][CH2:6]2. Reactants: COP(=O)(C(C)=O)c1ccccc1, CCC(C)=O, [I-], [Na+]. Yields the product CC(=O)P(=O)([O-])c1ccccc1, [Na+]. RXN SMILES: [C:1]([CH3:2])(=[O:3])[P:4]([O:5][CH3:6])(=[O:7])[c:8]1[cH:9][cH:10][cH:11][cH:12][cH:13]1.[CH3:16][C:17]([CH2:18][CH3:19])=[O:20].[I-:15].[Na+:14]>>[C:1]([CH3:2])(=[O:3])[P:4](=[O:5])([O-:7])[c:8]1[cH:9][cH:10][cH:11][cH:12][cH:13]1.[Na+:14]. Starting materials: BrCc1ccccc1, [H-], O=C1Nc2ccc([N+](=O)[O-])cc2C2(c3ccccc3)OCCN12, [Na+]. Yields the product O=C1N(Cc2ccccc2)c2ccc([N+](=O)[O-])cc2C2(c3ccccc3)OCCN12. As a reaction SMILES: [Br:26][CH2:27][c:28]1[cH:29][cH:30][cH:31][cH:32][cH:33]1.[H-:24].[N+:1](=[O:2])([O-:3])[c:4]1[cH:5][c:6]2[c:11]([cH:12][cH:13]1)[NH:10][C:9](=[O:14])[N:8]1[C:7]2([c:18]2[cH:19][cH:20][cH:21][cH:22][cH:23]2)[O:17][CH2:16][CH2:15]1.[Na+:25]>>[N+:1](=[O:2])([O-:3])[c:4]1[cH:5][c:6]2[c:11]([cH:12][cH:13]1)[N:10]([CH2:27][c:28]1[cH:29][cH:30][cH:31][cH:32][cH:33]1)[C:9](=[O:14])[N:8]1[C:7]2([c:18]2[cH:19][cH:20][cH:21][cH:22][cH:23]2)[O:17][CH2:16][CH2:15]1.